From a dataset of the Open Reaction Database (ORD), a public repository of structured organic reaction records. describe an organic reaction: reactants, conditions, products, and yield Starting materials: [K+], [OH-], OCCNc1nc(Cl)c(Cl)nc1Cl, c1ccccc1. The product is Clc1nc2c(nc1Cl)OCCN2. Reaction SMILES: [K+:15].[OH-:14].[OH:1][CH2:2][CH2:3][NH:4][c:5]1[c:6]([Cl:13])[n:7][c:8]([Cl:12])[c:9]([Cl:11])[n:10]1.[cH:16]1[cH:17][cH:18][cH:19][cH:20][cH:21]1>>[O:1]1[CH2:2][CH2:3][NH:4][c:5]2[c:6]1[n:7][c:8]([Cl:12])[c:9]([Cl:11])[n:10]2. Starting materials: [OH-].[Na+] (NaOH), C1(=CC(=CC(=C1)C=O)C=O)C1=CC=CC=C1 ([1,1′-Biphenyl]-3,5-dicarbaldehyde), [BH4-].[Na+] (Sodium borohydride), NCCCN(CCCN)CC(C)C (N′-(3-aminopropyl)-N3-isobutylpropane-1,3-diamine). Solvent: CO (MeOH). Run at time 24 hour. The product is C1(=CC(=CC(=C1)CNCCCNCCCNCC(C)C)CNCCCNCCCNCC(C)C)C1=CC=CC=C1 (N1,N1′-([1,1′-Biphenyl]-3,5-diylbis(methylene))bis(N3-(3-(isobutylamino)propyl)propane-1,3-diamine)). Reaction SMILES: [C:1]1([C:11]2[CH:16]=[CH:15][CH:14]=[CH:13][CH:12]=2)[CH:6]=[C:5]([CH:7]=O)[CH:4]=[C:3]([CH:9]=O)[CH:2]=1.NCCC[N:21]([CH2:26][CH:27]([CH3:29])[CH3:28])[CH2:22][CH2:23][CH2:24][NH2:25].[BH4-].[Na+].[OH-].[Na+]>CO>[C:1]1([C:11]2[CH:16]=[CH:15][CH:14]=[CH:13][CH:12]=2)[CH:6]=[C:5]([CH2:7][NH:21][CH2:26][CH2:27][CH2:28][NH:25][CH2:24][CH2:23][CH2:22][NH:21][CH2:26][CH:27]([CH3:29])[CH3:28])[CH:4]=[C:3]([CH2:9][NH:25][CH2:24][CH2:23][CH2:22][NH:25][CH2:24][CH2:23][CH2:22][NH:21][CH2:26][CH:27]([CH3:28])[CH3:29])[CH:2]=1 |f:2.3,4.5|. Procedure: [1,1′-Biphenyl]-3,5-dicarbaldehyde (3.03 g, 14.4 mmol) and MeOH (60 mL) were added to a round-bottom flask. To the solution was added N′-(3-aminopropyl)-N3-isobutylpropane-1,3-diamine (5.40 g, 28.8 mmol), and the reaction mixture was stirred at rt for 24 h. Sodium borohydride (0.55 g, 14.4 mmol) was added, and the reaction mixture was stirred for 2 h. The reaction mixture was concentrated under reduced pressure to afford a white solid. Aqueous NaOH (10%, 50 mL) was added, and the reaction mixtur...